Dataset: the Open Reaction Database (ORD), a public repository of structured organic reaction records. Task: describe an organic reaction: reactants, conditions, products, and yield Reactants: C(=C)[Mg]Br (vinylmagnesium bromide), ClCCOC1=CC(=C(C=C1)Cl)[N+](=O)[O-] (1-(2-chloroethoxy)-4-chloro-3-nitrobenzene), [NH4+].[Cl-] (NH4Cl). Solvent: C1CCOC1 (THF), C1CCOC1 (THF). Reaction conditions: time 2.25 hour. Yields the product ClC=1C=CC(=C2C=CNC12)OCCCl (7-Chloro-4-(2-chloroethoxy)-1H-indole). Isolated yield 159.7%. As a reaction SMILES: [Cl:1][CH2:2][CH2:3][O:4][C:5]1[CH:10]=[CH:9][C:8]([Cl:11])=[C:7]([N+:12]([O-])=O)[CH:6]=1.[CH:15]([Mg]Br)=[CH2:16].[NH4+].[Cl-]>C1COCC1>[Cl:11][C:8]1[CH:9]=[CH:10][C:5]([O:4][CH2:3][CH2:2][Cl:1])=[C:6]2[C:7]=1[NH:12][CH:16]=[CH:15]2 |f:2.3|. Reported procedure: To a solution of 1-(2-chloroethoxy)-4-chloro-3-nitrobenzene (10.00 g, 0.042 mol) in THF (230 mL) stirred in a cold bath at -50° to -40° C. was added a THF solution of vinylmagnesium bromide (132 mL, 1.0M, 0.132 mol) over 2 minutes. After stirring in the cold bath for 2-2.5 hours, saturated NH4Cl (150 mL) was added to the cold solution and it was removed from the cold bath. 1M HCl was added to dissolve the precipitated solids and the mixture was stirred for 0.5 hour. The layers were separated and... Reactants: trifluoromethanesulfonic acid (R)-tetrahydro-furan-2-yl methyl ester, O1CCCC1 (tetrahydrofuran), COC(CC1=CC=C(C=C1)SC)=O ((4-methylsulfanyl-phenyl)-acetic acid methyl ester), O1CCCC1 (tetrahydrofuran), solution, C(CCC)[Li] (n-butyllithium), hexanes, C(C)(C)NC(C)C (diisopropylamine), O1CCCC1 (tetrahydrofuran). Reagents/catalysts: [Au] (gold). The solvent is CN1C(N(CCC1)C)=O (1,3-dimethyl-3,4,5,6-tetrahydro-2(1H)-pyrimidinone). Run at temperature -78 celsius, time 30 minute. Yields the product hexanes ethyl acetate, COC(C(C[C@@H]1OCCC1)C1=CC=C(C=C1)SC)=O (2-(4-methylsulfanyl-phenyl)-3-(tetrahydro-furan-2(R)-yl)-propionic acid methyl ester). The yield is 39.0%. Reaction SMILES: C(NC(C)C)(C)C.[CH2:8]([Li])[CH2:9][CH2:10][CH3:11].[CH3:13][O:14][C:15](=[O:25])[CH2:16][C:17]1[CH:22]=[CH:21][C:20]([S:23][CH3:24])=[CH:19][CH:18]=1.[O:26]1CCC[CH2:27]1>CN1CCCN(C)C1=O.[Au]>[CH3:13][O:14][C:15](=[O:25])[CH:16]([C:17]1[CH:22]=[CH:21][C:20]([S:23][CH3:24])=[CH:19][CH:18]=1)[CH2:11][C@H:10]1[CH2:9][CH2:8][CH2:27][O:26]1. Reported procedure: A solution of diisopropylamine (1.21 mL, 8.62 mmol) in dry tetrahydrofuran (30 mL) was cooled to −78° C. under argon and was then treated with a 2.5M solution of n-butyllithium in hexanes (3.3 mL, 8.25 mmol). The reaction mixture was stirred at −78° C. for 30 min and then treated dropwise with a solution of (4-methylsulfanyl-phenyl)-acetic acid methyl ester (1.47 g, 7.5 mmol) in dry tetrahydrofuran (10 mL) and 1,3-dimethyl-3,4,5,6-tetrahydro-2(1H)-pyrimidinone (3.34 mL). The reaction mixture tur... Reactants: [NH4+] (ammonium), C=CC1=CC=CC=C1 (styrene), C(CCCCCCCCCCC)S (dodecanethiol), C(Br)(Br)(Br)Br (carbon tetrabromide), C(C=C)(=O)OCCCC (n-butyl acrylate), 400, C(C=C)(=O)O (acrylic acid). Solvent: O (water). Reaction conditions: temperature 72 celsius. The product is C(=CC1=CC=CC=C1)C=CC(=O)O (styrene-acrylic acid). Reaction SMILES: C(S)CCCCCCCCCCC.C(Br)(Br)(Br)Br.[CH2:19]=[CH:20][C:21]1[CH:26]=[CH:25][CH:24]=[CH:23][CH:22]=1.[C:27]([O:31]CCCC)(=[O:30])[CH:28]=[CH2:29].C(O)(=O)C=C.[NH4+]>O>[CH:19]([CH:29]=[CH:28][C:27]([OH:31])=[O:30])=[CH:20][C:21]1[CH:26]=[CH:25][CH:24]=[CH:23][CH:22]=1. Reported procedure: 5 parts of dodecanethiol and 3 parts of carbon tetrabromide are added to monomer components consisting of 400 parts of styrene, 90 parts of n-butyl acrylate, and 3 parts of acrylic acid, to give a liquid monomer mixture. Thirty parts of the liquid mixture is poured into 700 parts of ion-exchange water and dispersed well, and after addition of an aqueous ammonium persulfide solution, the mixture is heated to a liquid temperature of 72° C. The remaining 463 parts of the liquid monomer mixture is t... Starting materials: O=Cc1ccc(C(=O)O)cc1, CCCCCC(CO)CO, O, Cc1ccc(S(=O)(=O)O)cc1, c1ccccc1. Product: CCCCCC1COC(c2ccc(C(=O)O)cc2)OC1. As a reaction SMILES: [C:11](=[O:12])([OH:13])[c:14]1[cH:15][cH:16][c:17]([CH:18]=[O:19])[cH:20][cH:21]1.[CH2:1]([CH2:2][CH2:3][CH2:4][CH3:5])[CH:6]([CH2:7][OH:8])[CH2:9][OH:10].[OH2:39].[c:28]1([CH3:29])[cH:30][cH:31][c:32]([S:33]([OH:34])(=[O:35])=[O:36])[cH:37][cH:38]1.[cH:22]1[cH:23][cH:24][cH:25][cH:26][cH:27]1>>[CH2:1]([CH2:2][CH2:3][CH2:4][CH3:5])[CH:6]1[CH2:7][O:8][CH:18]([c:17]2[cH:16][cH:15][c:14]([C:11](=[O:12])[OH:13])[cH:21][cH:20]2)[O:10][CH2:9]1. The reactants are ClC1=NC=C(C(=N1)NC=1C=C(C=CC1)NC(C1=CC(=CC=C1)[N+](=O)[O-])=O)Cl (N-{3-[(2,5-dichloropyrimidin-4-yl)amino]phenyl}-3-nitrobenzamide). Reagents/catalysts: [Fe] (iron), [Fe] (iron). The solvent is O (water), CO (methanol), C(C)(=O)O (acetic acid). Reaction conditions: temperature 0 celsius, time 3 hour. The product is NC=1C=C(C(=O)NC2=CC(=CC=C2)NC2=NC(=NC=C2Cl)Cl)C=CC1 (3-Amino-N-{3-[(2,5-dichloropyrimidin-4-yl)amino]phenyl}benzamide). Yield: 69.0%. Reaction SMILES: [Cl:1][C:2]1[N:7]=[C:6]([NH:8][C:9]2[CH:10]=[C:11]([NH:15][C:16](=[O:26])[C:17]3[CH:22]=[CH:21][CH:20]=[C:19]([N+:23]([O-])=O)[CH:18]=3)[CH:12]=[CH:13][CH:14]=2)[C:5]([Cl:27])=[CH:4][N:3]=1>O.CO.C(O)(=O)C.[Fe]>[NH2:23][C:19]1[CH:18]=[C:17]([CH:22]=[CH:21][CH:20]=1)[C:16]([NH:15][C:11]1[CH:12]=[CH:13][CH:14]=[C:9]([NH:8][C:6]2[C:5]([Cl:27])=[CH:4][N:3]=[C:2]([Cl:1])[N:7]=2)[CH:10]=1)=[O:26]. Procedure: To a solution N-{3-[(2,5-dichloropyrimidin-4-yl)amino]phenyl}-3-nitrobenzamide (50.0 mg, 0.124 mmol) in water (0.09 mL), methanol (0.48 mL) and acetic acid (0.19 mL) was added iron (17 mg, 0.31 mmol) powder in small quantities. When the addition was completed, the mixture was stirred at 0° C. for 3 h, 3 eq additional iron powder was added. The mixture was filtered, and the cake was washed with MeOH/EtOAc. The brown filtrate was concentrated and diluted with H2O, and the aqueous layer was extract... Starting materials: N1=CC=NC=2SC3=CC=CC=C3NC12 (1,4-diaza-10H-phenothiazine), OO (hydrogen peroxide). The solvent is C(C)(=O)O (acetic acid). Run at time 30 minute. Product: N1=CC=NC=2S(C3=CC=CC=C3NC12)=O (1,4-Diazaphenothiazine-5-oxide). Reaction SMILES: [N:1]1[C:14]2[NH:13][C:12]3[C:7](=[CH:8][CH:9]=[CH:10][CH:11]=3)[S:6][C:5]=2[N:4]=[CH:3][CH:2]=1.[OH:15]O>C(O)(=O)C>[N:1]1[C:14]2[NH:13][C:12]3[C:7](=[CH:8][CH:9]=[CH:10][CH:11]=3)[S:6](=[O:15])[C:5]=2[N:4]=[CH:3][CH:2]=1. Procedure: To 1,4-diaza-10H-phenothiazine (1 g, 5 mmoles) in acetic acid (15 ml) was added 50% hydrogen peroxide (1 ml). The mixture was stirred at 55° for 30 minutes. The mixture was evaporated to a small volume and the title compound crystallized out. The crystals were filtered, washed with acetic acid and air dried to yield 983 mg of the title compound, m.p. 261°-263°. The reactants are C1(=CC=CC=C1)C1=NN2C(C=CC=C2)=C1C=CC(=O)N1[C@@H](CCCC1)CC ((2R)-1 -[3-(2-phenylpyrazolo[1,5-a]pyridin-3-yl)-acryloyl]-2-ethylpiperidine), Br (hydrobromic acid). Product: Br.C1(=CC=CC=C1)C1=NN2C(C=CC=C2)=C1C=CC(=O)N1[C@@H](CCCC1)CC ((2R)-1-[3-(2-phenylpyrazolo[1,5-a]pyridin-3-yl)acryloyl]-2-ethylpiperidine.hydrobromide). RXN SMILES: [C:1]1([C:7]2[C:15]([CH:16]=[CH:17][C:18]([N:20]3[CH2:25][CH2:24][CH2:23][CH2:22][C@H:21]3[CH2:26][CH3:27])=[O:19])=[C:10]3[CH:11]=[CH:12][CH:13]=[CH:14][N:9]3[N:8]=2)[CH:6]=[CH:5][CH:4]=[CH:3][CH:2]=1.[BrH:28]>>[BrH:28].[C:1]1([C:7]2[C:15]([CH:16]=[CH:17][C:18]([N:20]3[CH2:25][CH2:24][CH2:23][CH2:22][C@H:21]3[CH2:26][CH3:27])=[O:19])=[C:10]3[CH:11]=[CH:12][CH:13]=[CH:14][N:9]3[N:8]=2)[CH:2]=[CH:3][CH:4]=[CH:5][CH:6]=1 |f:2.3|. Procedure: (2R)-1 -[3-(2-phenylpyrazolo[1,5-a]pyridin-3-yl)-acryloyl]-2-ethylpiperidine (trans isomer) (1.79 g) was converted to hydrobromic acid salt in a usual manner. The crystals were recrystallized from a mixture of ethyl acetate and acetone to give yellow crystals of (2R)-1-[3-(2-phenylpyrazolo[1,5-a]pyridin-3-yl)acryloyl]-2-ethylpiperidine.hydrobromide (trans isomer) (1.48 g).